Dataset: the Open Reaction Database (ORD), a public repository of structured organic reaction records. Task: describe an organic reaction: reactants, conditions, products, and yield The reactants are B(Br)(Br)Br (BBr3), COC=1C=C2C=CC(=C(C2=CC1)C(=O)C1=CC=C(C=C1)OCCN1CCCCC1)CC1=C(C=CC=C1)OC ([6-methoxy-2-(2-methoxy-benzyl)-naphthalen-1-yl]-[4-(2-piperidin-1-yl-ethoxy)-phenyl]-methanone), B(Br)(Br)Br (BBr3). Solvent: C(Cl)Cl (CH2Cl2). Conditions: time 1 hour. Yields the product OC=1C=C2C=CC(=C(C2=CC1)C(=O)C1=CC=C(C=C1)OCCN1CCCCC1)CC1=C(C=CC=C1)O ([6-hydroxy-2-(2-hydroxy-benzyl)-naphthalen-1-yl]-[4-(2-piperidin-1-yl-ethoxy)-phenyl]-methanone). Isolated yield 26.1%. As a reaction SMILES: B(Br)(Br)Br.C[O:6][C:7]1[CH:8]=[C:9]2[C:14](=[CH:15][CH:16]=1)[C:13]([C:17]([C:19]1[CH:24]=[CH:23][C:22]([O:25][CH2:26][CH2:27][N:28]3[CH2:33][CH2:32][CH2:31][CH2:30][CH2:29]3)=[CH:21][CH:20]=1)=[O:18])=[C:12]([CH2:34][C:35]1[CH:40]=[CH:39][CH:38]=[CH:37][C:36]=1[O:41]C)[CH:11]=[CH:10]2>C(Cl)Cl>[OH:6][C:7]1[CH:8]=[C:9]2[C:14](=[CH:15][CH:16]=1)[C:13]([C:17]([C:19]1[CH:20]=[CH:21][C:22]([O:25][CH2:26][CH2:27][N:28]3[CH2:29][CH2:30][CH2:31][CH2:32][CH2:33]3)=[CH:23][CH:24]=1)=[O:18])=[C:12]([CH2:34][C:35]1[CH:40]=[CH:39][CH:38]=[CH:37][C:36]=1[OH:41])[CH:11]=[CH:10]2. Procedure details: Add BBr3 (0.3 mL) dropwise to a stirred solution of [6-methoxy-2-(2-methoxy-benzyl)-naphthalen-1-yl]-[4-(2-piperidin-1-yl-ethoxy)-phenyl]-methanone (650 mg, 1.28 mmol) in CH2Cl2 (15 mL) at room temperature. Stir for 1 h and add an additional aliquot of BBr3 (0.2 mL). Continue stirring for 1 h and quench with MeOH and 2-methyl-2-butene. Load the resulting solution on an SCX cartridge, wash with MeOH and elute with 2M NH3/MeOH. Purify the resulting product by flash chromatography (0–5% (2M NH3 in ... Starting materials: C1CCC(CC1)N=C=NC2CCCCC2 (DCC), amino acid, N1([C@H](C(=O)O)CCC1)C(=O)OC(C)(C)C (Boc-Pro-OH), amino acid, amino acid, N1[C@@H](CCC1=O)C(=O)N[C@@H](CC1=CNC=N1)C(=O)N[C@@H](CC1=CNC2=CC=CC=C12)C(=O)N[C@@H](CO)C(=O)N[C@@H](CC1=CC=C(C=C1)O)C(=O)N[C@H](CC1=CNC2=CC=CC=C12)C(=O)N[C@@H](CC(C)C)C(=O)N[C@@H](CCCNC(N)=N)C(=O)N1[C@H](C(=O)NCC(=O)O)CCC1 (pGlu-His-Trp-Ser-Tyr-D-Trp-Leu-Arg-Pro-Gly), peptide. The solvent is C(Cl)Cl (DCM). The product is N1[C@@H](CCC1=O)C(=O)N[C@@H](CC1=CNC=N1)C(=O)N[C@@H](CC1=CNC2=CC=CC=C12)C(=O)N[C@@H](CO)C(=O)N[C@@H](CC1=CC=C(C=C1)O)C(=O)N[C@H](CC1=CNC2=CC=CC=C12)C(=O)N[C@@H](CC(C)C)C(=O)N[C@@H](CCCNC(N)=N)C(=O)N1[C@H](C(=O)NCC(=O)N)CCC1 (pGlu-His-Trp-Ser-Tyr-D-Trp-Leu-Arg-Pro-Gly-NH2). As a reaction SMILES: [N:1]1(C(OC(C)(C)C)=O)CCC[C@H]1C(O)=O.[NH:16]1[C:20](=[O:21])[CH2:19][CH2:18][C@H:17]1[C:22]([NH:24][C@H:25]([C:32]([NH:34][C@H:35]([C:46]([NH:48][C@H:49]([C:52]([NH:54][C@H:55]([C:64]([NH:66][C@@H:67]([C:78]([NH:80][C@H:81]([C:86]([NH:88][C@H:89]([C:97]([N:99]1[CH2:110][CH2:109][CH2:108][C@H:100]1[C:101]([NH:103][CH2:104][C:105]([OH:107])=O)=[O:102])=[O:98])[CH2:90][CH2:91][CH2:92][NH:93][C:94](=[NH:96])[NH2:95])=[O:87])[CH2:82][CH:83]([CH3:85])[CH3:84])=[O:79])[CH2:68][C:69]1C2C(=CC=CC=2)NC=1)=[O:65])[CH2:56][C:57]1[CH:62]=[CH:61][C:60]([OH:63])=[CH:59][CH:58]=1)=[O:53])[CH2:50][OH:51])=[O:47])[CH2:36][C:37]1[C:45]2[C:40](=[CH:41][CH:42]=[CH:43][CH:44]=2)[NH:39][CH:38]=1)=[O:33])[CH2:26][C:27]1[N:31]=[CH:30][NH:29][CH:28]=1)=[O:23].C1CCC(N=[C:118]=[N:119][CH:120]2[CH2:125][CH2:124][CH2:123][CH2:122][CH2:121]2)CC1>C(Cl)Cl>[NH:16]1[C:20](=[O:21])[CH2:19][CH2:18][C@H:17]1[C:22]([NH:24][C@H:25]([C:32]([NH:34][C@H:35]([C:46]([NH:48][C@H:49]([C:52]([NH:54][C@H:55]([C:64]([NH:66][C@@H:67]([C:78]([NH:80][C@H:81]([C:86]([NH:88][C@H:89]([C:97]([N:99]1[CH2:110][CH2:109][CH2:108][C@H:100]1[C:101]([NH:103][CH2:104][C:105]([NH2:1])=[O:107])=[O:102])=[O:98])[CH2:90][CH2:91][CH2:92][NH:93][C:94](=[NH:96])[NH2:95])=[O:87])[CH2:82][CH:83]([CH3:85])[CH3:84])=[O:79])[CH2:68][C:69]1[C:121]2[C:120](=[CH:125][CH:124]=[CH:123][CH:122]=2)[NH:119][CH:118]=1)=[O:65])[CH2:56][C:57]1[CH:62]=[CH:61][C:60]([OH:63])=[CH:59][CH:58]=1)=[O:53])[CH2:50][OH:51])=[O:47])[CH2:36][C:37]1[C:45]2[C:40](=[CH:41][CH:42]=[CH:43][CH:44]=2)[NH:39][CH:38]=1)=[O:33])[CH2:26][C:27]1[N:31]=[CH:30][NH:29][CH:28]=1)=[O:23]. Procedure details: Subsequently, the obtained Boc-Gly-MBHA resin was washed with 8 mL of DCM (4 times, 1 minute each) and then it was filtered. After that the product was treated with stirring in turn with 8 mL of DCM solution containing 60% TFA (20 minutes), 4 mL of DCM (3 times, 15 seconds each), 3 mL of DMF solution containing 1 mL of DIEA (twice, 1 minute each), and 8 mL of DMF (6 times, 40 seconds each) under argon stream. In addition, filtration was performed at each treatment. Next, 2 mmole of Boc-Pro-OH co... Starting materials: O=C([O-])[O-], CN(C)C=O, OCC1CO1, [K+], [K+], O=[N+]([O-])c1cc[nH]n1, O. Product: O=[N+]([O-])c1ccn(CC(O)CO)n1. RXN SMILES: [C:14](=[O:15])([O-:16])[O-:17].[CH3:20][N:21]([CH3:22])[CH:23]=[O:24].[CH:9]1([CH2:10][OH:11])[CH2:12][O:13]1.[K+:18].[K+:19].[N+:1](=[O:2])([O-:3])[c:4]1[n:5][nH:6][cH:7][cH:8]1.[OH2:25]>>[N+:1](=[O:2])([O-:3])[c:4]1[n:5][n:6]([CH2:12][CH:9]([CH2:10][OH:11])[OH:13])[cH:7][cH:8]1. The reactants are N1(CCNCC1)C=1C=C2CCC(NC2=CC1)=O (6-(1-piperazinyl)-3,4-dihydrocarbostyril), C([O-])([O-])=O.[K+].[K+] (potassium carbonate), COC1=CC=C(CCl)C=C1 (4-methoxybenzyl chloride). Solvent: CN(C)C=O (DMF). Reaction conditions: temperature 80 celsius, time 2.5 hour. The product is COC1=CC=C(CN2CCN(CC2)C=2C=C3CCC(NC3=CC2)=O)C=C1 (6-[4-(4-methoxybenzyl)-1-piperazinyl]-3,4-dihydrocarbostyril). Isolated yield 58.8%. Reaction SMILES: [N:1]1([C:7]2[CH:8]=[C:9]3[C:14](=[CH:15][CH:16]=2)[NH:13][C:12](=[O:17])[CH2:11][CH2:10]3)[CH2:6][CH2:5][NH:4][CH2:3][CH2:2]1.C(=O)([O-])[O-].[K+].[K+].[CH3:24][O:25][C:26]1[CH:33]=[CH:32][C:29]([CH2:30]Cl)=[CH:28][CH:27]=1>CN(C=O)C>[CH3:24][O:25][C:26]1[CH:33]=[CH:32][C:29]([CH2:30][N:4]2[CH2:5][CH2:6][N:1]([C:7]3[CH:8]=[C:9]4[C:14](=[CH:15][CH:16]=3)[NH:13][C:12](=[O:17])[CH2:11][CH2:10]4)[CH2:2][CH2:3]2)=[CH:28][CH:27]=1 |f:1.2.3|. Procedure: To a mixture of 1.2 g of 6-(1-piperazinyl)-3,4-dihydrocarbostyril, 1.17 g of potassium carbonate and 20 ml of DMF was added 720 mg of 4-methoxybenzyl chloride and the mixture was stirred at 80° C. for 2.5 hours. The reaction mixture was poured into a large amount of saturated saline solution and extracted with chloroform. After washing with water the extract was dried over anhydrous sodium sulfate. Chloroform was distilled off and the residue was purified through silica gel column chromatography...